This data is from the Open Reaction Database (ORD), a public repository of structured organic reaction records. The task is: describe an organic reaction: reactants, conditions, products, and yield Yields the product O.O.Cl.Cl.N1(CCCCC1)CC(=O)C1=CC2=C(OC3=C2C=C(C=C3)C(CN3CCCCC3)=O)C=C1 (2,8-Bis(piperidinoacetyl)dibenzofuran dihydrochloride dihydrate). Solvent: CC(CC)=O (butanone). RXN SMILES: [Cl:1][CH2:2][C:3]([C:5]1[CH:21]=[CH:20][C:8]2[O:9][C:10]3[CH:15]=[CH:14][C:13]([C:16](=[O:19])[CH2:17]Cl)=[CH:12][C:11]=3[C:7]=2[CH:6]=1)=[O:4].[NH:22]1[CH2:27][CH2:26][CH2:25][CH2:24][CH2:23]1.[I-].[K+]>CC(=O)CC>[OH2:4].[OH2:4].[ClH:1].[ClH:1].[N:22]1([CH2:2][C:3]([C:5]2[CH:21]=[CH:20][C:8]3[O:9][C:10]4[CH:15]=[CH:14][C:13]([C:16](=[O:19])[CH2:17][N:22]5[CH2:27][CH2:26][CH2:25][CH2:24][CH2:23]5)=[CH:12][C:11]=4[C:7]=3[CH:6]=2)=[O:4])[CH2:27][CH2:26][CH2:25][CH2:24][CH2:23]1 |f:2.3,5.6.7.8.9|. Procedure details: A mixture of 19.5 g (0.06 mole) of 2,8-bis(chloroacetyl)dibenzofuran [M. Tomita, J. Pharm. Soc. Japan 56, 906-912 (1936)] 41.7 g (0.49 mole) of piperidine and 21.6 g (0.13 mole) of potassium iodide was refluxed in 200 ml of butanone for 15 minutes then maintained at room temperature for about 18 hours. The reaction mixture was diluted with 1 l. of water and extracted with ether. The ether solution was washed with several portions of water, dried over anhydrous magnesium sulfate and treated with ... Starting materials: ClCC(=O)C1=CC2=C(OC3=C2C=C(C=C3)C(CCl)=O)C=C1 (2,8-bis(chloroacetyl)dibenzofuran), N1CCCCC1 (piperidine), [I-].[K+] (potassium iodide). Starting materials: ClC1=C(C#N)C=CC(=C1C#C[Si](C)(C)C)F (2-chloro-4-fluoro-3-((trimethylsilyl)ethynyl)benzonitrile), CSC[C@H](C)N ((S)-1-(methylthio)propan-2-amine), CCN(C(C)C)C(C)C (DIEA). Run in CS(=O)C (DMSO), CCOC(=O)C (EtOAc). The product is ClC1=C(C#N)C=CC(=C1C#C)N[C@H](CSC)C ((S)-2-chloro-3-ethynyl-4-((1-(methylthio)propan-2-yl)amino)benzonitrile). RXN SMILES: [Cl:1][C:2]1[C:9]([C:10]#[C:11][Si](C)(C)C)=[C:8](F)[CH:7]=[CH:6][C:3]=1[C:4]#[N:5].[CH3:17][S:18][CH2:19][C@@H:20]([NH2:22])[CH3:21].CCN(C(C)C)C(C)C>CS(C)=O.CCOC(C)=O>[Cl:1][C:2]1[C:9]([C:10]#[CH:11])=[C:8]([NH:22][C@@H:20]([CH3:21])[CH2:19][S:18][CH3:17])[CH:7]=[CH:6][C:3]=1[C:4]#[N:5]. Procedure details: A mixture of 2-chloro-4-fluoro-3-((trimethylsilyl)ethynyl)benzonitrile (Example 32B) (0.120 g, 0.477 mmol), (S)-1-(methylthio)propan-2-amine (0.075 g, 0.715 mmol) (prepared essentially as described in US2005182275A1) and DIEA (0.166 mL, 0.953 mmol) in DMSO (2 mL) was heated (sealed tube) at 100° C. for 45 min. Upon cooling, the reaction mixture was diluted with EtOAc (25 mL) and washed with water (20 mL). The organic phase was washed with water and brine, dried over Na2SO4, filtered and concentr... Reactants: C1(=CC(=CC(=C1)C=O)C=O)C1=CC=CC=C1 ([1,1′-Biphenyl]-3,5-dicarbaldehyde), NCCCNCCCNCCCC (N1-(3-aminopropyl)-N3-butylpropane-1,3-diamine), [BH4-].[Na+] (Sodium borohydride), [OH-].[Na+] (NaOH). The solvent is CO (MeOH), CCOC(=O)C (EtOAc). Run at time 24 hour. The product is C1(=CC(=CC(=C1)CNCCCNCCCNCCCC)CNCCCNCCCNCCCC)C1=CC=CC=C1 (N1,N1′-([1,1′-biphenyl]-3,5-diylbis(methylene))bis(N3-(3-(butylamino)propyl)propane-1,3-diamine)). As a reaction SMILES: [C:1]1([C:11]2[CH:16]=[CH:15][CH:14]=[CH:13][CH:12]=2)[CH:6]=[C:5]([CH:7]=O)[CH:4]=[C:3]([CH:9]=O)[CH:2]=1.[NH2:17][CH2:18][CH2:19][CH2:20][NH:21][CH2:22][CH2:23][CH2:24][NH:25][CH2:26][CH2:27][CH2:28][CH3:29].[BH4-].[Na+].[OH-].[Na+]>CCOC(C)=O.CO>[C:1]1([C:11]2[CH:16]=[CH:15][CH:14]=[CH:13][CH:12]=2)[CH:6]=[C:5]([CH2:7][NH:17][CH2:18][CH2:19][CH2:20][NH:21][CH2:22][CH2:23][CH2:24][NH:25][CH2:26][CH2:27][CH2:28][CH3:29])[CH:4]=[C:3]([CH2:9][NH:17][CH2:18][CH2:19][CH2:20][NH:21][CH2:22][CH2:23][CH2:24][NH:25][CH2:26][CH2:27][CH2:28][CH3:29])[CH:2]=1 |f:2.3,4.5|. Reported procedure: [1,1′-Biphenyl]-3,5-dicarbaldehyde (0.66 g, 3.15 mmol) and MeOH (50 mL) were added to a round-bottom flask. To the solution was added N1-(3-aminopropyl)-N3-butylpropane-1,3-diamine (1.18 g, 6.31 mmol) and the reaction mixture was stirred at rt for 24 h. Sodium borohydride (0.48 g, 12.62 mmol) was added and the reaction mixture stirred for 1 h. The reaction mixture was concentrated under reduced pressure to afford a white solid. Aq. NaOH (10%, 100 mL) and EtOAc (100 mL) were added and the reactio...